Dataset: the Open Reaction Database (ORD), a public repository of structured organic reaction records. Task: describe an organic reaction: reactants, conditions, products, and yield Starting materials: C1CCOC1, CB1OB(C)OB(C)O1, CCOC(C)=O, COC(=O)c1ccc(-c2ccc(OC)c(-c3ccc(C(F)(F)F)cc3CN3C(=O)OC(c4ccnc(Cl)c4)C3C)c2)c(C)c1, [K+], [K+], O=C([O-])[O-], O. Yields the product COC(=O)c1ccc(-c2ccc(OC)c(-c3ccc(C(F)(F)F)cc3CN3C(=O)OC(c4ccnc(C)c4)C3C)c2)c(C)c1. Reaction SMILES: [CH2:54]1[O:55][CH2:56][CH2:57][CH2:58]1.[CH3:45][B:46]1[O:47][B:48]([CH3:49])[O:50][B:51]([CH3:52])[O:53]1.[CH3:66][CH2:67][O:68][C:69]([CH3:70])=[O:71].[Cl:1][c:2]1[n:3][cH:4][cH:5][c:6]([CH:8]2[CH:9]([CH3:44])[N:10]([CH2:14][c:15]3[c:16](-[c:25]4[cH:26][c:27](-[c:33]5[c:34]([CH3:43])[cH:35][c:36]([C:39](=[O:40])[O:41][CH3:42])[cH:37][cH:38]5)[cH:28][cH:29][c:30]4[O:31][CH3:32])[cH:17][cH:18][c:19]([C:21]([F:22])([F:23])[F:24])[cH:20]3)[C:11](=[O:13])[O:12]2)[cH:7]1.[K+:59].[K+:60].[O-:61][C:62]([O-:63])=[O:64].[OH2:65]>>[c:2]1([CH3:45])[n:3][cH:4][cH:5][c:6]([CH:8]2[CH:9]([CH3:44])[N:10]([CH2:14][c:15]3[c:16](-[c:25]4[cH:26][c:27](-[c:33]5[c:34]([CH3:43])[cH:35][c:36]([C:39](=[O:40])[O:41][CH3:42])[cH:37][cH:38]5)[cH:28][cH:29][c:30]4[O:31][CH3:32])[cH:17][cH:18][c:19]([C:21]([F:22])([F:23])[F:24])[cH:20]3)[C:11](=[O:13])[O:12]2)[cH:7]1. Reactants: [H-].[Na+] (sodium hydride), [N+](=O)([O-])C1=C(C#N)C(=CC=C1)[N+](=O)[O-] (2,6-dinitrobenzonitrile), alcohol, O(C1=CC=CC=C1)CCO (2-Phenoxyethanol), [Na] (sodium). Solvent: CS(=O)C (dimethylsulfoxide), CS(=O)C (dimethylsulfoxide). The product is [N+](=O)([O-])C1=C(C#N)C(=CC=C1)OCCOC1=CC=CC=C1 (2-nitro-6(2-phenoxyethoxy)benzonitrile). The yield is 99.7%. As a reaction SMILES: [O:1]([CH2:8][CH2:9][OH:10])[C:2]1[CH:7]=[CH:6][CH:5]=[CH:4][CH:3]=1.[Na].[H-].[Na+].[N+]([C:17]1[CH:24]=[CH:23][CH:22]=[C:21]([N+:25]([O-:27])=[O:26])[C:18]=1[C:19]#[N:20])([O-])=O>CS(C)=O>[N+:25]([C:21]1[CH:22]=[CH:23][CH:24]=[C:17]([O:10][CH2:9][CH2:8][O:1][C:2]2[CH:7]=[CH:6][CH:5]=[CH:4][CH:3]=2)[C:18]=1[C:19]#[N:20])([O-:27])=[O:26] |f:2.3,^1:10|. Reported procedure: 2-Phenoxyethanol (4.15 ml, 0.033 mole) is added to dimethylsulfoxyl sodium prepared from 1.39 g of 57 percent sodium hydride and 40 ml dimethylsulfoxide, giving a mixture of the solid salt of the alcohol after about 20 minutes. This mixture is added to a solution of 5.8 g (0.030 mole) 2,6-dinitrobenzonitrile in 20 ml of dimethylsulfoxide at 30°-40° C., and the resulting purple solution is stirred over night at room temperature. The solvent is removed at 70° C. on a rotary evaporator, and the res... The reactants are C(CCC)[Sn](Cl)(CCCC)CCCC (tributylchlorostannane), FC(OC=1C=C2C(=NNC2=CC1)I)F (5-difluoromethoxy-3-iodo-1H-indazole), [H-].[Na+] (sodium hydride), NaCl ice, C(C)(C)[Mg]Cl (isopropylmagnesium chloride). The solvent is C1CCOC1 (THF). Reaction conditions: time 10 minute. Product: FC(OC=1C=C2C(=NNC2=CC1)[Sn](CCCC)(CCCC)CCCC)F (5-difluoromethoxy-3-tributylstannanyl-1H-indazole). As a reaction SMILES: [F:1][CH:2]([F:14])[O:3][C:4]1[CH:5]=[C:6]2[C:10](=[CH:11][CH:12]=1)[NH:9][N:8]=[C:7]2I.[H-].[Na+].C([Mg]Cl)(C)C.[CH2:22]([Sn:26]([CH2:32][CH2:33][CH2:34][CH3:35])([CH2:28][CH2:29][CH2:30][CH3:31])Cl)[CH2:23][CH2:24][CH3:25]>C1COCC1>[F:1][CH:2]([F:14])[O:3][C:4]1[CH:5]=[C:6]2[C:10](=[CH:11][CH:12]=1)[NH:9][N:8]=[C:7]2[Sn:26]([CH2:28][CH2:29][CH2:30][CH3:31])([CH2:32][CH2:33][CH2:34][CH3:35])[CH2:22][CH2:23][CH2:24][CH3:25] |f:1.2|. Procedure: In a round-bottomed flask, 5-difluoromethoxy-3-iodo-1H-indazole (200 mg, 0.6 mmol) was dissolved in THF (3.6 ml) and sodium hydride (60% in mineral oil, 64 mg, 1.6 mmol) was added. The reaction mixture was stirred at room temperature for 10 min then cooled to −16° C. (NaCl/ice bath) and isopropylmagnesium chloride (2.0 M in THF, 0.46 ml, 0.920 mmol) was added dropwise. The reaction mixture was stirred at −16° C. for 30 min then tributylchlorostannane (0.22 ml, 0.81 mmol) was slowly added. The re... The reactants are NC1(CN(CC1CO)C(=O)OC(C)(C)C)C1=C(C=CC=C1)F (racemic tert-butyl 3-amino-3-(2-fluorophenyl)-4-(hydroxymethyl)pyrrolidine-1-carboxylate), C(C1=CC=CC=C1)(=O)N=C=S (benzoyl isothiocyanate). Solvent: O1CCCC1 (tetrahydrofuran). Reaction conditions: temperature 22 celsius. The product is C(C1=CC=CC=C1)(=O)NC(=S)NC1(CN(CC1CO)C(=O)OC(C)(C)C)C1=C(C=CC=C1)F (tert-Butyl 3-(benzoylcarbamothioylamino)-3-(2-fluorophenyl)-4-(hydroxymethyl)pyrrolidine-1-carboxylate). Reaction SMILES: [NH2:1][C:2]1([C:16]2[CH:21]=[CH:20][CH:19]=[CH:18][C:17]=2[F:22])[CH:6]([CH2:7][OH:8])[CH2:5][N:4]([C:9]([O:11][C:12]([CH3:15])([CH3:14])[CH3:13])=[O:10])[CH2:3]1.[C:23]([N:31]=[C:32]=[S:33])(=[O:30])[C:24]1[CH:29]=[CH:28][CH:27]=[CH:26][CH:25]=1>O1CCCC1>[C:23]([NH:31][C:32]([NH:1][C:2]1([C:16]2[CH:21]=[CH:20][CH:19]=[CH:18][C:17]=2[F:22])[CH:6]([CH2:7][OH:8])[CH2:5][N:4]([C:9]([O:11][C:12]([CH3:15])([CH3:14])[CH3:13])=[O:10])[CH2:3]1)=[S:33])(=[O:30])[C:24]1[CH:29]=[CH:28][CH:27]=[CH:26][CH:25]=1. Procedure: To three separate reaction vessels, each containing racemic tert-butyl 3-amino-3-(2-fluorophenyl)-4-(hydroxymethyl)pyrrolidine-1-carboxylate (0.142 g, 4.58 mmol) and tetrahydrofuran (18 mL), is added benzoyl isothiocyanate (0.784 g, 4.80 mmol). The solutions are stirred at 22° C., and stirred for 15 hours. The solvent is removed under a stream of nitrogen, the residues combined, and concentrated to provide the crude title compound, which is used without further purification. ES/MS (m/e): 474 (M+... Starting materials: O[C@H]1C[C@H](C1)C(=O)OCC (ethyl cis-3-hydroxycyclobutanecarboxylate), COC1=CC=C(C=C1)O (4-methoxyphenol), C1(=CC=CC=C1)P(C1=CC=CC=C1)C1=CC=CC=C1 (triphenylphosphine), N(=NC(=O)OCC)C(=O)OCC (diethyl azodicarboxylate). Solvent: C1CCOC1 (THF), C1CCOC1 (THF). Conditions: temperature 80 celsius. Product: COC1=CC=C(O[C@@H]2C[C@H](C2)C(=O)OCC)C=C1 (ethyl trans-3-(4-methoxyphenoxy)cyclobutanecarboxylate). Isolated yield 85.1%. Reaction SMILES: [OH:1][C@@H:2]1[CH2:5][C@H:4]([C:6]([O:8][CH2:9][CH3:10])=[O:7])[CH2:3]1.[CH3:11][O:12][C:13]1[CH:18]=[CH:17][C:16](O)=[CH:15][CH:14]=1.C1(P(C2C=CC=CC=2)C2C=CC=CC=2)C=CC=CC=1.N(C(OCC)=O)=NC(OCC)=O>C1COCC1>[CH3:11][O:12][C:13]1[CH:18]=[CH:17][C:16]([O:1][C@H:2]2[CH2:5][C@H:4]([C:6]([O:8][CH2:9][CH3:10])=[O:7])[CH2:3]2)=[CH:15][CH:14]=1. Procedure details: To a stirred solution of ethyl cis-3-hydroxycyclobutanecarboxylate (1.32 g, 9.20 mmol), 4-methoxyphenol (3.43 g, 27.6 mmol) and triphenylphosphine (3.12 g, 11.9 mmol) in dry THF (25 ml) was added dropwise diethyl azodicarboxylate (2.07 g, 11.9 mmol) in dry THF (5 ml) under argon atmosphere at room temperature. After completion of addition, the mixture was heated to 80° C., maintained at the same temperature for 1 h, and then volatiles removed under reduced pressure. Chromatographic purification ... Starting materials: CNCCNC (N,N′-dimethylethylene diamine), BrC1=CC2=C(N=C(S2)[C@H]2C[C@H](C2)O)C=C1 (Cis-3-(6-Bromo-benzothiazol-2-yl)-cyclobutanol), N=1NC(C=CC1)=O (3(2H)-pyridazinone), C([O-])([O-])=O.[K+].[K+] (potassium carbonate). The reagents and catalysts are [Cu] (copper), [Cu]I (copper(I) iodide). Run in N1=CC=CC=C1 (pyridine), O (water). Reaction conditions: time 15 minute. Product: OC1CC(C1)C=1SC2=C(N1)C=CC(=C2)N2N=CC=CC2=O (2-[2-(3-hydroxy-cyclobutyl)-1,3-benzothiazol-6-yl]-2H-pyridazin-3-one). Reaction SMILES: Br[C:2]1[CH:15]=[CH:14][C:5]2[N:6]=[C:7]([C@@H:9]3[CH2:12][C@H:11]([OH:13])[CH2:10]3)[S:8][C:4]=2[CH:3]=1.[N:16]1[NH:17][C:18](=[O:22])[CH:19]=[CH:20][CH:21]=1.C(=O)([O-])[O-].[K+].[K+].CNCCNC>N1C=CC=CC=1.O.[Cu].[Cu]I>[OH:13][CH:11]1[CH2:12][CH:9]([C:7]2[S:8][C:4]3[CH:3]=[C:2]([N:17]4[C:18](=[O:22])[CH:19]=[CH:20][CH:21]=[N:16]4)[CH:15]=[CH:14][C:5]=3[N:6]=2)[CH2:10]1 |f:2.3.4|. Procedure: The product of Example 1D (cis-3-(6-Bromo-benzothiazol-2-yl)-cyclobutanol) (2.25 g, 7.93 mmole), 3(2H)-pyridazinone (CAS # 504-30-3) (1.52 g, 15.83 mmole), copper (500 mg, 7.93 mmole), potassium carbonate (3.28 g, 23.77 mmole), and copper(I) iodide (211 mg, 1.11 mmole) were mixed in degassed pyridine (50 ml) and placed under vacuum for 15 minutes then refilled with nitrogen. N,N′-dimethylethylene diamine (240 μl, 196 mg, 2.22 mmole) was added and the mixture was heated at reflux overnight. The m...